This data is from the Open Reaction Database (ORD), a public repository of structured organic reaction records. The task is: describe an organic reaction: reactants, conditions, products, and yield Starting materials: C(CC)(=O)C=1C=CC(=C(C1)CC(=O)O)SC1=CC=CC=C1 (5-propionyl-2-phenylthiophenylacetic acid), C(OC)([O-])[O-] (methyl orthoformate), [Cl-].[Cl-].[Cl-].[Cl-].C=C (ethylene tetrachloride), BrBr (bromine). Reagents/catalysts: [Br-].[Zn+2].[Br-] (zinc bromide). Run in C(Cl)Cl (methylene chloride), O (water), CO (methanol). Conditions: time 30 minute. Product: COC(=O)C(C)C=1C=CC(=C(C1)CC(=O)OC)SC1=CC=CC=C1 (methyl 5-(1-methoxycarbonylethyl)-2-phenylthiophenylacetate). Isolated yield 70.0%. As a reaction SMILES: [C:1]([C:5]1[CH:6]=[CH:7][C:8]([S:15][C:16]2[CH:21]=[CH:20][CH:19]=[CH:18][CH:17]=2)=[C:9]([CH2:11][C:12]([OH:14])=[O:13])[CH:10]=1)(=O)[CH2:2]C.[CH:22]([O-:26])([O-])[O:23][CH3:24].[Cl-].[Cl-].[Cl-].[Cl-].[CH2:31]=C.BrBr>[Br-].[Zn+2].[Br-].C(Cl)Cl.O.CO>[CH3:24][O:23][C:22]([CH:1]([C:5]1[CH:6]=[CH:7][C:8]([S:15][C:16]2[CH:17]=[CH:18][CH:19]=[CH:20][CH:21]=2)=[C:9]([CH2:11][C:12]([O:14][CH3:31])=[O:13])[CH:10]=1)[CH3:2])=[O:26] |f:2.3.4.5.6,8.9.10|. Procedure details: To a stirred mixture of 15.0 g (50 mmol.) of 5-propionyl-2-phenylthiophenylacetic acid, 13.32 g (125.5 mmol.) of methyl orthoformate, 20 ml of methanol and 20 ml ethylene tetrachloride was dropwise added under stirring 8.39 g (52.5 mmol.) of bromine for a period of 30 minutes. The resulting mixture was further stirred at room temperature for 30 minutes, and then was heated slowly to 110° C. for 1 hour, under distilling off materials having a low boiling point. To the reaction mixture was added 0...